From a dataset of the Open Reaction Database (ORD), a public repository of structured organic reaction records. describe an organic reaction: reactants, conditions, products, and yield The reactants are CO, CCOCC, Cl, N#C[K], O=C(O)C(F)(F)F, Cn1cc(C2(O)CCCCC2)ccc1=O, O=S(=O)(O)O. Yields the product Cn1cc(C2(N)CCCCC2)ccc1=O, Cl. As a reaction SMILES: [CH3:32][OH:33].[CH3:34][CH2:35][O:36][CH2:37][CH3:38].[ClH:24].[K:21][C:22]#[N:23].[OH:25][C:26]([C:27]([F:28])([F:29])[F:30])=[O:31].[OH:6][C:7]1([c:13]2[cH:14][cH:15][c:16](=[O:20])[n:17]([CH3:19])[cH:18]2)[CH2:8][CH2:9][CH2:10][CH2:11][CH2:12]1.[S:1](=[O:2])(=[O:3])([OH:4])[OH:5]>>[C:7]1([c:13]2[cH:14][cH:15][c:16](=[O:20])[n:17]([CH3:19])[cH:18]2)([NH2:23])[CH2:8][CH2:9][CH2:10][CH2:11][CH2:12]1.[ClH:24]. The reactants are OC12CC3(CC(CC(C1)C3)C2)C2=CC=CC=C2 (1-Hydroxy-3-phenyl Adamantane), Br (HBr). Solvent: C(C)(=O)O (acetic acid), O (water). Product: BrC12CC3(CC(CC(C1)C3)C2)C2=CC=CC=C2 (1-Bromo-3-phenyl Adamantane). Isolated yield 68.0%. RXN SMILES: O[C:2]12[CH2:11][CH:6]3[CH2:7][CH:8]([CH2:10][C:4]([C:12]4[CH:17]=[CH:16][CH:15]=[CH:14][CH:13]=4)([CH2:5]3)[CH2:3]1)[CH2:9]2.[BrH:18]>C(O)(=O)C.O>[Br:18][C:2]12[CH2:11][CH:6]3[CH2:7][CH:8]([CH2:10][C:4]([C:12]4[CH:17]=[CH:16][CH:15]=[CH:14][CH:13]=4)([CH2:5]3)[CH2:3]1)[CH2:9]2. Reported procedure: Stir 0.03 mol of 3-phenyl adamantanol (II) with 100 ml of 40% HBr in glacial acetic acid for 20 min at 60° C. and 30 min at room temperature. Subsequently, dilute the reaction mixture with water and extract with ether. Wash the combined organic extracts with sodium chloride solution, dry with magnesium sulfate, filter and evaporate to dryness under vacuum. Recrystallize the residue from methanol. (Yield: 68%). Starting materials: [Br-], C1CCOC1, [Li]CCCC, COC(=O)CC(C)CCC=O, CCCCCC, C[P+](c1ccccc1)(c1ccccc1)c1ccccc1, [Cl-], [NH4+]. The product is C=CCCC(C)CC(=O)OC. As a reaction SMILES: [Br-:25].[CH2:46]1[O:47][CH2:48][CH2:49][CH2:50]1.[CH2:7]([Li:8])[CH2:9][CH2:10][CH3:11].[CH3:12][CH:13]([CH2:14][C:15](=[O:16])[O:17][CH3:18])[CH2:19][CH2:20][CH:21]=[O:22].[CH3:1][CH2:2][CH2:3][CH2:4][CH2:5][CH3:6].[CH3:26][P+:27]([c:28]1[cH:29][cH:30][cH:31][cH:32][cH:33]1)([c:34]1[cH:35][cH:36][cH:37][cH:38][cH:39]1)[c:40]1[cH:41][cH:42][cH:43][cH:44][cH:45]1.[Cl-:23].[NH4+:24]>>[CH2:1]=[CH:21][CH2:20][CH2:19][CH:13]([CH3:12])[CH2:14][C:15](=[O:16])[O:17][CH3:18]. Starting materials: ClC1=CC=C(C=C1)C1=C(CC(CC1)(F)F)CN1CCN(CC1)C1=CC(=C(C(=O)OC)C=C1)OC1=C2C=NN(C2=CC=C1)C(C1=CC=CC=C1)(C1=CC=CC=C1)C1=CC=CC=C1 (methyl 4-(4-((2-(4-chlorophenyl)-5,5-difluorocyclohex-1-enyl)methyl)piperazin-1-yl)-2-(1-trityl-1H-indazol-4-yloxy)benzoate), [OH-].[Li+] (lithium hydroxide). The solvent is O1CCCC1 (tetrahydrofuran), CO (methanol), ClCCl (dichloromethane). Reaction conditions: temperature 60 celsius. Yields the product ClC1=CC=C(C=C1)C1=C(CC(CC1)(F)F)CN1CCN(CC1)C1=CC(=C(C(=O)O)C=C1)OC1=C2C=NN(C2=CC=C1)C(C1=CC=CC=C1)(C1=CC=CC=C1)C1=CC=CC=C1 (4-(4-((2-(4-chlorophenyl)-5,5-difluorocyclohex-1-enyl)methyl)piperazin-1-yl)-2-(1-trityl-1H-indazol-4-yloxy)benzoic acid). As a reaction SMILES: [Cl:1][C:2]1[CH:7]=[CH:6][C:5]([C:8]2[CH2:13][CH2:12][C:11]([F:15])([F:14])[CH2:10][C:9]=2[CH2:16][N:17]2[CH2:22][CH2:21][N:20]([C:23]3[CH:32]=[CH:31][C:26]([C:27]([O:29]C)=[O:28])=[C:25]([O:33][C:34]4[CH:42]=[CH:41][CH:40]=[C:39]5[C:35]=4[CH:36]=[N:37][N:38]5[C:43]([C:56]4[CH:61]=[CH:60][CH:59]=[CH:58][CH:57]=4)([C:50]4[CH:55]=[CH:54][CH:53]=[CH:52][CH:51]=4)[C:44]4[CH:49]=[CH:48][CH:47]=[CH:46][CH:45]=4)[CH:24]=3)[CH2:19][CH2:18]2)=[CH:4][CH:3]=1.[OH-].[Li+]>O1CCCC1.CO.ClCCl>[Cl:1][C:2]1[CH:3]=[CH:4][C:5]([C:8]2[CH2:13][CH2:12][C:11]([F:15])([F:14])[CH2:10][C:9]=2[CH2:16][N:17]2[CH2:22][CH2:21][N:20]([C:23]3[CH:32]=[CH:31][C:26]([C:27]([OH:29])=[O:28])=[C:25]([O:33][C:34]4[CH:42]=[CH:41][CH:40]=[C:39]5[C:35]=4[CH:36]=[N:37][N:38]5[C:43]([C:44]4[CH:45]=[CH:46][CH:47]=[CH:48][CH:49]=4)([C:50]4[CH:51]=[CH:52][CH:53]=[CH:54][CH:55]=4)[C:56]4[CH:57]=[CH:58][CH:59]=[CH:60][CH:61]=4)[CH:24]=3)[CH2:19][CH2:18]2)=[CH:6][CH:7]=1 |f:1.2|. Procedure details: To a solution of EXAMPLE 521G (2.51 g) in tetrahydrofuran (30 mL) and methanol (10 mL) was added lithium hydroxide (1.0M, 10 mL) and the solution heated to 60° C. After 4 hours the reaction was cooled, diluted with dichloromethane (150 mL) and quenched with 1N aqueous HCl (10 mL) and water (30 mL). The organic layer was washed with brine (50 mL), dried over magnesium sulfate, filtered, and concentrated. Silica gel chromatography (Reveleris 120 g) eluting with a gradient of 0.25% to 2.5% methanol... The reactants are sodium dihydrido-bis-(2-methoxyethoxy)-aluminate, C1=C(C=CC2=CC=CC=C12)COC1CN(CCC1OC1=CC=CC=C1)C(=O)OCC1=CC=CC=C1 (benzyl (3RS,4RS)-3-(naphthalen-2-ylmethoxy)-4-phenoxy-piperidine-1-carboxylate), C(=O)([O-])C(O)C(O)C(=O)[O-].[Na+].[K+] (potassium sodium tartrate). Run in C1(=CC=CC=C1)C (toluene), O1CCCC1 (tetrahydrofuran), O1CCCC1 (tetrahydrofuran). Reaction conditions: temperature 0 celsius, time 2.5 hour. Product: C1=C(C=CC2=CC=CC=C12)COC1CNCCC1OC1=CC=CC=C1 ((3RS,4RS)-3-(naphthalen-2-ylmethoxy)-4-phenoxy-piperidine). Yield: 47.0%. Reaction SMILES: [CH:1]1[C:10]2[C:5](=[CH:6][CH:7]=[CH:8][CH:9]=2)[CH:4]=[CH:3][C:2]=1[CH2:11][O:12][CH:13]1[CH:18]([O:19][C:20]2[CH:25]=[CH:24][CH:23]=[CH:22][CH:21]=2)[CH2:17][CH2:16][N:15](C(OCC2C=CC=CC=2)=O)[CH2:14]1.C(C(C(C([O-])=O)O)O)([O-])=O.[Na+].[K+]>O1CCCC1.C1(C)C=CC=CC=1>[CH:1]1[C:10]2[C:5](=[CH:6][CH:7]=[CH:8][CH:9]=2)[CH:4]=[CH:3][C:2]=1[CH2:11][O:12][CH:13]1[CH:18]([O:19][C:20]2[CH:25]=[CH:24][CH:23]=[CH:22][CH:21]=2)[CH2:17][CH2:16][NH:15][CH2:14]1 |f:1.2.3|. Procedure: 30 mg, 0.065 mmol) of benzyl (3RS,4RS)-3-(naphthalen-2-ylmethoxy)-4-phenoxy-piperidine-1-carboxylate were dissolved in 1.6 ml of tetrahydrofuran, cooled to 0° C. and treated in succession within 25 minutes with a solution of 95 ml (0.32 mmol, approximately 5 eq.) of a 70% sodium dihydrido-bis-(2-methoxyethoxy)-aluminate solution (SDMA) in toluene and 1.6 ml of tetrahydrofuran. This reaction solution was stirred at 0° C. for 2.5 hours. Subsequently, it was poured into a mixture of saturated potas... Reactants: CCOCC (Et2O), ClC1=NC=C(C(=N1)Cl)C(F)(F)F (2,4-dichloro-5-trifluoromethylpyrimidine), CN1N=CC(=C1)N (1-methyl-1H-pyrazol-4-amine), CCN(C(C)C)C(C)C (DIPEA). Reagents/catalysts: [Cl-].[Cl-].[Zn+2] (ZnCl2). The solvent is ClCCCl.CC(C)(C)O (DCE t-BuOH), ClCCCl.CC(C)(C)O (DCE t-BuOH). Conditions: temperature 50 celsius. Yields the product ClC1=NC(=NC=C1C(F)(F)F)NC=1C=NN(C1)C (4-Chloro-N-(1-methyl-1H-pyrazol-4-yl)-5-(trifluoromethyl)pyrimidin-2-amine). Reaction SMILES: CCOCC.Cl[C:7]1[N:12]=[C:11]([Cl:13])[C:10]([C:14]([F:17])([F:16])[F:15])=[CH:9][N:8]=1.[CH3:18][N:19]1[CH:23]=[C:22]([NH2:24])[CH:21]=[N:20]1.CCN(C(C)C)C(C)C>ClCCCl.CC(O)(C)C.[Cl-].[Cl-].[Zn+2]>[Cl:13][C:11]1[C:10]([C:14]([F:17])([F:16])[F:15])=[CH:9][N:8]=[C:7]([NH:24][C:22]2[CH:21]=[N:20][N:19]([CH3:18])[CH:23]=2)[N:12]=1 |f:4.5,6.7.8|. Reported procedure: ZnCl2 in Et2O (1M, 23.2 mL, 23.2 mmol) was added to 2,4-dichloro-5-trifluoromethylpyrimidine (5.2 mL, 39 mmol) in DCE:t-BuOH (1:1, 150 mL) under a nitrogen atmosphere. The mixture was stirred for 45 minutes before addition of 1-methyl-1H-pyrazol-4-amine (1.880 g, 19.36 mmol) in DCE/t-BuOH (1:1, 150 mL) and DIPEA (3.2 mL, 18 mmol). The mixture was heated to 50° C. for 16 hours, cooled and filtered using vacuum filtration. The solid was washed with MeOH and the filtrate concentrated under reduced ...